Dataset: the Open Reaction Database (ORD), a public repository of structured organic reaction records. Task: describe an organic reaction: reactants, conditions, products, and yield The reactants are [BH4-], O=C([O-])O, CO, [Na+], [Na+], O=Cc1ccc(-c2cccnc2)s1. Product: OCc1ccc(-c2cccnc2)s1. Reaction SMILES: [BH4-:14].[C:16](=[O:17])([OH:18])[O-:19].[CH3:21][OH:22].[Na+:15].[Na+:20].[n:1]1[cH:2][c:3](-[c:7]2[cH:8][cH:9][c:10]([CH:12]=[O:13])[s:11]2)[cH:4][cH:5][cH:6]1>>[n:1]1[cH:2][c:3](-[c:7]2[cH:8][cH:9][c:10]([CH2:12][OH:13])[s:11]2)[cH:4][cH:5][cH:6]1.